From a dataset of the Open Reaction Database (ORD), a public repository of structured organic reaction records. describe an organic reaction: reactants, conditions, products, and yield The yield is 51.9%. Reported procedure: A solution of [5-benzyloxy-3-(2-dimethylamino-ethyl)-1H-indol-1yl]phenylmethanone (300 mg, 0.75 mmol) and 4N hydrochloric acid (190 ml, 0.76 mmol) in ethanol (10 ml) was hydrogenated over 10% palladium on carbon (100 mg) at 35 psi for 3 hours. The catalyst was removed by filtration. The filtrate was evaporated, and the residue was partitioned between dichloromethane and saturated aqueous sodium hydrogen carbonate. The aqueous was further extracted with dichloromethane (×2). The combined extracts... The solvent is C(C)O (ethanol). Reaction SMILES: C([O:8][C:9]1[CH:10]=[C:11]2[C:15](=[CH:16][CH:17]=1)[N:14]([C:18]([C:20]1[CH:25]=[CH:24][CH:23]=[CH:22][CH:21]=1)=[O:19])[CH:13]=[C:12]2[CH2:26][CH2:27][N:28]([CH3:30])[CH3:29])C1C=CC=CC=1.Cl>C(O)C.[Pd]>[CH3:30][N:28]([CH3:29])[CH2:27][CH2:26][C:12]1[C:11]2[C:15](=[CH:16][CH:17]=[C:9]([OH:8])[CH:10]=2)[N:14]([C:18]([C:20]2[CH:25]=[CH:24][CH:23]=[CH:22][CH:21]=2)=[O:19])[CH:13]=1. Product: CN(CCC1=CN(C2=CC=C(C=C12)O)C(=O)C1=CC=CC=C1)C ([3-(2-Dimethylamino-ethyl)-5-hydroxy-1H-indol-1-yl]phenylmethanone). Reactants: C(C1=CC=CC=C1)OC=1C=C2C(=CN(C2=CC1)C(=O)C1=CC=CC=C1)CCN(C)C ([5-benzyloxy-3-(2-dimethylamino-ethyl)-1H-indol-1yl]phenylmethanone), Cl (hydrochloric acid). The reagents and catalysts are [Pd] (palladium on carbon). Starting materials: 3-[N-(Benzyioxycarbonyl)-N-methylaminomethyl]-1-benzyl-1H-indole NaH, C(C1=CC=CC=C1)Br (benzyl bromide), CN(C)C=O (DMF), N1C=CC2=CC=CC=C12 (1H-indole), [H-].[Na+] (NaH). The solvent is O (water). Conditions: temperature 0 celsius, time 15 minute. Yields the product C(C1=CC=CC=C1)N1C=C(C2=CC=CC=C12)CNC (1-benzyl-3-(methylaminomethyl)-1H-indole). RXN SMILES: [NH:1]1[C:9]2[C:4](=[CH:5][CH:6]=[CH:7][CH:8]=2)[CH:3]=[CH:2]1.[H-].[Na+].[CH2:12](Br)[C:13]1[CH:18]=[CH:17][CH:16]=[CH:15][CH:14]=1.[CH3:20][N:21](C=O)[CH3:22]>O>[CH2:12]([N:1]1[C:9]2[C:4](=[CH:5][CH:6]=[CH:7][CH:8]=2)[C:3]([CH2:20][NH:21][CH3:22])=[CH:2]1)[C:13]1[CH:18]=[CH:17][CH:16]=[CH:15][CH:14]=1 |f:1.2|. Procedure details: 3-[N-(Benzyioxycarbonyl)-N-methylaminomethyl]-1-benzyl-1H-indole NaH (60% dispersion in mineral oil, 0.15 g, 3.8 mmole) was added portionwise, allowing for gas evolution, to a solution of 3-(N-(benzyloxycarbonyt)-N-methylaminomethyl]methylaminomethyl]-1H-indole (0.7 g, 2.5 mmole) in DMF (25 mL) at 0° C. When the NaH addition was complete, benzyl bromide (1.2 nL, 10.0 mmole) was added at 0° C. The reaction was stirred at 0° C. for 15 minutes then at RT overnight. The reaction was diluted with wat... The reactants are C(#N)C1=C(C=C(N)C=C1)OCCCN1CCOCC1 (4-Cyano-3-(3-morpholinopropoxy)aniline), CC1(OC(C(C(O1)=O)=COC)=O)C (2,2-dimethyl-5-methoxymethylene-1,3-dioxane-4,6-dione). Run in C(C)O (ethanol). Product: C(#N)C1=C(C=C(NC=C2C(OC(OC2=O)(C)C)=O)C=C1)OCCCN1CCOCC1 (5-((4-cyano-3-(3-morpholinopropoxy)anilino)methylene)-2,2-dimethyl-1,3-dioxane-4.6-dione). Yield: 74.2%. As a reaction SMILES: [C:1]([C:3]1[CH:9]=[CH:8][C:6]([NH2:7])=[CH:5][C:4]=1[O:10][CH2:11][CH2:12][CH2:13][N:14]1[CH2:19][CH2:18][O:17][CH2:16][CH2:15]1)#[N:2].[CH3:20][C:21]1([CH3:32])[O:26][C:25](=[O:27])[C:24](=[CH:28]OC)[C:23](=[O:31])[O:22]1>C(O)C>[C:1]([C:3]1[CH:9]=[CH:8][C:6]([NH:7][CH:28]=[C:24]2[C:23](=[O:31])[O:22][C:21]([CH3:20])([CH3:32])[O:26][C:25]2=[O:27])=[CH:5][C:4]=1[O:10][CH2:11][CH2:12][CH2:13][N:14]1[CH2:19][CH2:18][O:17][CH2:16][CH2:15]1)#[N:2]. Procedure details: 4-Cyano-3-(3-morpholinopropoxy)aniline (2.5 g, 9.6 mmol) and 2,2-dimethyl-5-methoxymethylene-1,3-dioxane-4,6-dione (2.4 g, 13 mmol), (Montatsh. Chem. 1967, 98, 564), in ethanol (40 ml) was heated at reflux for 2 hours. The mixture was allowed to cool and the solid was collected by filtration to give 5-((4-cyano-3-(3-morpholinopropoxy)anilino)methylene)-2,2-dimethyl-1,3-dioxane-4.6-dione (2.96 g, 74%). As a reaction SMILES: [Br:1][CH2:2][CH2:3][CH:4]([CH3:5])[CH3:6].[CH2:18]1[O:19][CH2:20][CH2:21][CH2:22]1.[CH3:7][O:8][C:9]([c:10]1[cH:11][c:12]([Br:16])[cH:13][cH:14][cH:15]1)=[O:17].[OH2:23]>>[CH2:3]([CH:4]([CH3:5])[CH3:6])[c:12]1[cH:11][c:10]([C:9]([O:8][CH3:7])=[O:17])[cH:15][cH:14][cH:13]1. Starting materials: CC(C)CCBr, C1CCOC1, COC(=O)c1cccc(Br)c1, O. Product: COC(=O)c1cccc(CC(C)C)c1. Reaction conditions: time 18 hour. Starting materials: C(C)OC(=O)C1=CC=C(C=C1)C#CC1(CN2CCC1CC2)O (3-[2-(4-ethoxycarbonylphenyl)ethynyl]-3-hydroxyquinuclidine), [OH-].[Na+] (sodium hydroxide), CO.C(C)(=O)OCC (methanol ethyl acetate). RXN SMILES: C([O:3][C:4]([C:6]1[CH:11]=[CH:10][C:9]([C:12]#[C:13][C:14]2([OH:22])[CH:19]3[CH2:20][CH2:21][N:16]([CH2:17][CH2:18]3)[CH2:15]2)=[CH:8][CH:7]=1)=[O:5])C.[OH-].[Na+].CO.C(OCC)(=O)C>C(O)C>[C:4]([C:6]1[CH:7]=[CH:8][C:9]([C:12]#[C:13][C:14]2([OH:22])[CH:19]3[CH2:20][CH2:21][N:16]([CH2:17][CH2:18]3)[CH2:15]2)=[CH:10][CH:11]=1)([OH:5])=[O:3] |f:1.2,3.4|. Isolated yield 53.0%. Reported procedure: To a solution of 3-[2-(4-ethoxycarbonylphenyl)ethynyl]-3-hydroxyquinuclidine (250 mg) in ethanol (20 ml) was added 4N aqueous sodium hydroxide solution (0.7 ml). The reaction mixture was stirred for 18 hours. The reaction mixture was evaporated and the residue was acidified with 5N hydrochloric acid. The mixture was evaporated to give a solid which was treated with methanol/ethyl acetate to give 3-[2-(4-carboxyphenyl)ethynyl]-3-hydroxyquinuclidine (120 mg), m.p. 288°-290° C.; microanalysis, foun... Yields the product C(=O)(O)C1=CC=C(C=C1)C#CC1(CN2CCC1CC2)O (3-[2-(4-carboxyphenyl)ethynyl]-3-hydroxyquinuclidine). Solvent: C(C)O (ethanol). The product is C(C)(C)(C)OC(=O)C1=C(COC2=CC=C(C=C2)C2=CC=C(C=C2)C(C(=O)O)OCC)C=CC(=C1O)C(F)(F)F ((4′-{[2-(tert-Butoxycarbonyl)-3-hydroxy-4-(trifluoromethyl)benzyl]oxy}-1,1′-biphenyl-4-yl)(ethoxy)acetic acid), powder. Procedure details: According to a method similar to Example (31) and Example (17-4), from methyl (4-bromophenyl)(ethoxy)acetate (110 mg, 0.4 mmol) and tert-butyl 2-hydroxy-6-{[4-(4,4,5,5-tetramethyl-1,3,2-dioxaborolan-2-yl)phenoxy]methyl}-3-(trifluoromethyl)benzoate (170 mg, 0.34 mmol) obtained in Example (22-4), the title compound was obtained as a grayish white powder (35 mg, yield: 19%). As a reaction SMILES: Br[C:2]1[CH:7]=[CH:6][C:5]([CH:8]([O:13][CH2:14][CH3:15])[C:9]([O:11]C)=[O:10])=[CH:4][CH:3]=1.[OH:16][C:17]1[C:29]([C:30]([F:33])([F:32])[F:31])=[CH:28][CH:27]=[C:26]([CH2:34][O:35][C:36]2[CH:41]=[CH:40][C:39](B3OC(C)(C)C(C)(C)O3)=[CH:38][CH:37]=2)[C:18]=1[C:19]([O:21][C:22]([CH3:25])([CH3:24])[CH3:23])=[O:20]>>[C:22]([O:21][C:19]([C:18]1[C:17]([OH:16])=[C:29]([C:30]([F:31])([F:32])[F:33])[CH:28]=[CH:27][C:26]=1[CH2:34][O:35][C:36]1[CH:41]=[CH:40][C:39]([C:2]2[CH:7]=[CH:6][C:5]([CH:8]([O:13][CH2:14][CH3:15])[C:9]([OH:11])=[O:10])=[CH:4][CH:3]=2)=[CH:38][CH:37]=1)=[O:20])([CH3:25])([CH3:23])[CH3:24]. Starting materials: BrC1=CC=C(C=C1)C(C(=O)OC)OCC (methyl (4-bromophenyl)(ethoxy)acetate), OC1=C(C(=O)OC(C)(C)C)C(=CC=C1C(F)(F)F)COC1=CC=C(C=C1)B1OC(C(O1)(C)C)(C)C (tert-butyl 2-hydroxy-6-{[4-(4,4,5,5-tetramethyl-1,3,2-dioxaborolan-2-yl)phenoxy]methyl}-3-(trifluoromethyl)benzoate). Isolated yield 19.0%.